Dataset: the Open Reaction Database (ORD), a public repository of structured organic reaction records. Task: describe an organic reaction: reactants, conditions, products, and yield Starting materials: CNOC, O=C(Cl)c1ccc(Oc2ccc(Cl)cc2[N+](=O)[O-])cc1. Product: CON(C)C(=O)c1ccc(Oc2ccc(Cl)cc2[N+](=O)[O-])cc1. Reaction SMILES: [CH3:21][O:22][NH:23][CH3:24].[Cl:1][c:2]1[cH:3][c:4]([N+:18](=[O:19])[O-:20])[c:5]([O:6][c:7]2[cH:8][cH:9][c:10]([C:11](=[O:12])[Cl:13])[cH:14][cH:15]2)[cH:16][cH:17]1>>[Cl:1][c:2]1[cH:3][c:4]([N+:18](=[O:19])[O-:20])[c:5]([O:6][c:7]2[cH:8][cH:9][c:10]([C:11](=[O:12])[N:23]([O:22][CH3:21])[CH3:24])[cH:14][cH:15]2)[cH:16][cH:17]1. Starting materials: C1C(C)OC2(CCN(CC2)C2=C(C=C(C=C2)C)C#N)O1 (N-(2-Cyano-4-methylphenyl)-4-piperidone propylene ketal), Cl (HCl). Run in CCOCC (ether). Run at time 24 hour. Yields the product C(#N)C1=C(C=CC(=C1)C)N1CCC(CC1)=O (N-(2-Cyano-4-methylphenyl)-4-piperidone). Reaction SMILES: C1O[C:5]2([CH2:10][CH2:9][N:8]([C:11]3[CH:16]=[CH:15][C:14]([CH3:17])=[CH:13][C:12]=3[C:18]#[N:19])[CH2:7][CH2:6]2)[O:4]C1C.Cl>CCOCC>[C:18]([C:12]1[CH:13]=[C:14]([CH3:17])[CH:15]=[CH:16][C:11]=1[N:8]1[CH2:9][CH2:10][C:5](=[O:4])[CH2:6][CH2:7]1)#[N:19]. Reported procedure: A solution of 29 (549 mg, 2.00 mmol) in ether (20 mL) was treated with 3N aqueous HCl (25 mL). The mixture was stirred at room temperature (24 h). The solvent was removed in vacuo and the residue dissolved in 6N HCl (25 mL) and acetic acid (10 mL). The mixture was stirred at room temperature (3 h). The reaction mixture was neutralized with sodium carbonate solution and the aqueous layer was extracted with three portions of ether. The combined organic extracts were washed with brine, dried over N... Reactants: CCCC[N+](CCCC)(CCCC)CCCC.[F-] (TBAF), COC(=O)C1(N(CC(C1)O[Si](C)(C)C(C)(C)C)C(=O)OC(C)(C)C)CC=C (2-allyl-4-(tert-butyl-dimethyl-silanyloxy)-pyrrolidine-1,2-dicarboxylic acid 1-tert-butyl ester 2-methyl ester), CCOC(=O)C (AcOEt). The solvent is C1CCOC1 (THF), C1CCOC1 (THF). The product is COC(=O)[C@@]1(N(C[C@@H](C1)O)C(=O)OC(C)(C)C)CC=C ((2R,4R)-2-allyl-4-hydroxy-pyrrolidine-1,2-dicarboxylic acid 1-tert-butyl ester 2-methyl ester). Reaction SMILES: [CH3:1][O:2][C:3]([C:5]1([CH2:25][CH:26]=[CH2:27])[CH2:9][CH:8]([O:10][Si](C(C)(C)C)(C)C)[CH2:7][N:6]1[C:18]([O:20][C:21]([CH3:24])([CH3:23])[CH3:22])=[O:19])=[O:4].CCCC[N+](CCCC)(CCCC)CCCC.[F-].CCOC(C)=O>C1COCC1>[CH3:1][O:2][C:3]([C@@:5]1([CH2:25][CH:26]=[CH2:27])[CH2:9][C@@H:8]([OH:10])[CH2:7][N:6]1[C:18]([O:20][C:21]([CH3:22])([CH3:23])[CH3:24])=[O:19])=[O:4] |f:1.2|. Procedure: 3.3 g (8.27 mmol) (2R,4R)-(2-allyl-4-(tert-butyl-dimethyl-silanyloxy)-pyrrolidine-1,2-dicarboxylic acid 1-tert-butyl ester 2-methyl ester are dissolved in 60 mL THF, cooled below 5° C. and treated with 8.68 mL (1.05 eq) 1 M TBAF in THF under stirring. The reaction mixture is allowed to slowly reach room temperature, while being stirred another 4 h. Ice and AcOEt are added, the mixture washed with brine twice, and the organic phase evaporated to yield a crude product which is column chromatograph... Reagents/catalysts: O=[Pt]=O (PtO2). Reaction SMILES: C(N(C(C)C)CC)(C)C.Cl[C:11]1[C:16]([N+:17]([O-])=O)=[CH:15][CH:14]=[CH:13][N:12]=1.C[O:21][C:22]([CH2:24][CH:25]1[NH:30][CH2:29][CH2:28][N:27]([C:31]([O:33][C:34]([CH3:37])([CH3:36])[CH3:35])=[O:32])[CH2:26]1)=O.C[O-].[Na+]>CS(C)=O.O=[Pt]=O>[O:21]=[C:22]1[NH:17][C:16]2[CH:15]=[CH:14][CH:13]=[N:12][C:11]=2[N:30]2[CH2:29][CH2:28][N:27]([C:31]([O:33][C:34]([CH3:37])([CH3:36])[CH3:35])=[O:32])[CH2:26][CH:25]2[CH2:24]1 |f:3.4|. Reactants: Ice water, C(C)(C)N(CC)C(C)C (Diisopropylethylamine), ClC1=NC=CC=C1[N+](=O)[O-] (2-chloro-3-nitropyridine), C[O-].[Na+] (Sodium methoxide), COC(=O)CC1CN(CCN1)C(=O)OC(C)(C)C (t-butyl 3-(methoxycarbonylmethyl)piperazine-1-carboxylate). Procedure: Diisopropylethylamine (3.03 mL, 17.34 mmol) was added to a mixture of 2-chloro-3-nitropyridine (2.75 g, 17.34 mmol) and the product of Example 22B (4.48 g, 17.34 mmol) in dimethyl sulfoxide (20 mL). The mixture was heated at 95° C. under nitrogen for 7 hours and then cooled to room temperature. Ice water (200 mL) was added, and the mixture was extracted with ethyl acetate (2×100 mL). The organic phase was washed with saturated brine (60 mL), dried (MgSO4) and concentrated under vacuum to an oil ... The product is O=C1CC2N(C3=C(N1)C=CC=N3)CCN(C2)C(=O)OC(C)(C)C (tert-butyl 6-oxo-6,7,7a,8,10,11-hexahydropyrazino[1,2-d]pyrido[3,2-b][1,4]diazepine-9(5H)-carboxylate). The solvent is CS(=O)C (dimethyl sulfoxide). Run at temperature 95 celsius, time 54 hour. Product: Nc1ccc(Oc2ccc(-c3ncco3)cc2)cc1. Reaction SMILES: [CH3:22][CH2:23][O:24][C:25](=[O:26])[CH3:27].[CH3:28][OH:29].[N+:1]([O-:2])(=[O:3])[c:4]1[cH:5][cH:6][c:7]([O:8][c:9]2[cH:10][cH:11][c:12](-[c:15]3[o:16][cH:17][cH:18][n:19]3)[cH:13][cH:14]2)[cH:20][cH:21]1.[Pd:30]>>[NH2:1][c:4]1[cH:5][cH:6][c:7]([O:8][c:9]2[cH:10][cH:11][c:12](-[c:15]3[o:16][cH:17][cH:18][n:19]3)[cH:13][cH:14]2)[cH:20][cH:21]1. Reactants: CCOC(C)=O, CO, O=[N+]([O-])c1ccc(Oc2ccc(-c3ncco3)cc2)cc1, [Pd]. The reactants are COc1ccc(C(=O)O)cc1C(F)(F)F, Cc1cccc(-c2sc(C)nc2C(=O)N2CC3CC3C2CN)c1. Product: COc1ccc(C(=O)NCC2C3CC3CN2C(=O)c2nc(C)sc2-c2cccc(C)c2)cc1C(F)(F)F. Reaction SMILES: [CH3:24][O:25][c:26]1[c:27]([C:35]([F:36])([F:37])[F:38])[cH:28][c:29]([C:30](=[O:31])[OH:32])[cH:33][cH:34]1.[NH2:1][CH2:2][CH:3]1[CH:4]2[CH2:5][CH:6]2[CH2:7][N:8]1[C:9](=[O:10])[c:11]1[n:12][c:13]([CH3:23])[s:14][c:15]1-[c:16]1[cH:17][c:18]([CH3:22])[cH:19][cH:20][cH:21]1>>[NH:1]([CH2:2][CH:3]1[CH:4]2[CH2:5][CH:6]2[CH2:7][N:8]1[C:9](=[O:10])[c:11]1[n:12][c:13]([CH3:23])[s:14][c:15]1-[c:16]1[cH:17][c:18]([CH3:22])[cH:19][cH:20][cH:21]1)[C:30]([c:29]1[cH:28][c:27]([C:35]([F:36])([F:37])[F:38])[c:26]([O:25][CH3:24])[cH:34][cH:33]1)=[O:31].